Dataset: the Open Reaction Database (ORD), a public repository of structured organic reaction records. Task: describe an organic reaction: reactants, conditions, products, and yield The reactants are C(C)(=O)O[C@@H]1[C@H](O[C@H]([C@@H]1OC(C)=O)N1C2=NC(=NC(=C2N=C1)Cl)C#N)COC(C)=O ((2R,3R,4R,5R)-4-(acetyloxy)-2-[(acetyloxy)methyl]-5-(6-chloro-2-cyano-9H-purin-9-yl)tetrahydro-3-furanyl acetate), CC1=CC=C(C=C1)C(CN)C1=CC=C(C=C1)C (2,2-bis(4-methylphenyl)ethanamine). The product is C(C)(=O)O[C@@H]1[C@H](O[C@H]([C@@H]1OC(C)=O)N1C2=NC(=NC(=C2N=C1)NCC(C1=CC=C(C=C1)C)C1=CC=C(C=C1)C)C#N)COC(C)=O ((2R,3R,4R,5R)-4-(Acetyloxy)-2-[(acetyloxy)methyl]-5-(6-{[2,2-bis(4-methylphenyl)ethyl]amino}-2-cyano-9H-purin-9-yl)tetrahydro-3-furanyl acetate). Reaction SMILES: [C:1]([O:4][C@H:5]1[C@@H:9]([O:10][C:11](=[O:13])[CH3:12])[C@H:8]([N:14]2[CH:22]=[N:21][C:20]3[C:15]2=[N:16][C:17]([C:24]#[N:25])=[N:18][C:19]=3Cl)[O:7][C@@H:6]1[CH2:26][O:27][C:28](=[O:30])[CH3:29])(=[O:3])[CH3:2].[CH3:31][C:32]1[CH:37]=[CH:36][C:35]([CH:38]([C:41]2[CH:46]=[CH:45][C:44]([CH3:47])=[CH:43][CH:42]=2)[CH2:39][NH2:40])=[CH:34][CH:33]=1>>[C:1]([O:4][C@H:5]1[C@@H:9]([O:10][C:11](=[O:13])[CH3:12])[C@H:8]([N:14]2[CH:22]=[N:21][C:20]3[C:15]2=[N:16][C:17]([C:24]#[N:25])=[N:18][C:19]=3[NH:40][CH2:39][CH:38]([C:35]2[CH:34]=[CH:33][C:32]([CH3:31])=[CH:37][CH:36]=2)[C:41]2[CH:46]=[CH:45][C:44]([CH3:47])=[CH:43][CH:42]=2)[O:7][C@@H:6]1[CH2:26][O:27][C:28](=[O:30])[CH3:29])(=[O:3])[CH3:2]. Procedure details: The compound was prepared from (2R,3R,4R,5R)-4-(acetyloxy)-2-[(acetyloxy)methyl]-5-(6-chloro-2-cyano-9H-purin-9-yl)tetrahydro-3-furanyl acetate (Preparation 45) and 2,2-bis(4-methylphenyl)ethanamine (J. Med. Chem., 1969, 12 (1), 9) using a similar method to that of Preparation 64. Reactants: N1=CC=CC2=CC=CC=C12 (Quinoline), CC1CCC#CCCC/C=C/CC(OCC1)=O ((4E)-13-methyloxacyclopentadec-4-en-9-yn-2-one). Reagents/catalysts: [Pd].[O-]S(=O)(=O)[O-].[Ba+2] (Pd BaSO4). Run in C(C)O (ethanol). Conditions: time 3.5 hour. Yields the product CC1CC\C=C/CCC/C=C/CC(OCC1)=O ((4E,9Z)-13-methyloxacyclopentadeca-4,9-dien-2-one). Isolated yield 92.0%. Reaction SMILES: N1C2C(=CC=CC=2)C=CC=1.[CH3:11][CH:12]1[CH2:26][CH2:25][O:24][C:23](=[O:27])[CH2:22][CH:21]=[CH:20][CH2:19][CH2:18][CH2:17][C:16]#[C:15][CH2:14][CH2:13]1>C(O)C.[Pd].[O-]S([O-])(=O)=O.[Ba+2]>[CH3:11][CH:12]1[CH2:26][CH2:25][O:24][C:23](=[O:27])[CH2:22][CH:21]=[CH:20][CH2:19][CH2:18][CH2:17][CH:16]=[CH:15][CH2:14][CH2:13]1 |f:3.4.5|. Procedure details: Quinoline (4.86 μL, 0.0411 mmol) and 10% Pd/BaSO4 (0.88 mg, 0.00824 mmol) were added to a stirred solution of (4E)-13-methyloxacyclopentadec-4-en-9-yn-2-one (48.2 mg, 0.206 mmol) in ethanol (2.0 mL). The reaction flask was flushed with argon followed by hydrogen, and the reaction mixture was stirred under hydrogen atmosphere at room temp. and ambient pressure. After 3.5 h, GC-monitoring indicated complete conversion, upon which the catalyst was filtered off through a pad of Celite and washed wit... The reactants are BrCC1=C2C=CN(C2=CC=C1)S(=O)(=O)C1=CC=CC=C1 (4-(Bromomethyl)-1-(phenylsulfonyl)-1H-indole), 2, C(=O)(O)[O-].[Na+] (NaHCO3), C(=O)(OC(C)(C)C)N1CCNCC1 (N—BOC-piperazine), C(Cl)(Cl)Cl.CCO (CHCl3 EtOH). The solvent is C(C)O (ethanol). Product: Cl.C1(=CC=CC=C1)S(=O)(=O)N1C=CC2=C(C=CC=C12)CN1CCNCC1 (1-(Phenylsulfonyl)-4-(piperazin-1-ylmethyl)-1H-indole hydrochloride). Isolated yield 24.0%. Reaction SMILES: Br[CH2:2][C:3]1[CH:11]=[CH:10][CH:9]=[C:8]2[C:4]=1[CH:5]=[CH:6][N:7]2[S:12]([C:15]1[CH:20]=[CH:19][CH:18]=[CH:17][CH:16]=1)(=[O:14])=[O:13].C([O-])(O)=O.[Na+].C([N:33]1[CH2:38][CH2:37][NH:36][CH2:35][CH2:34]1)(OC(C)(C)C)=O.C(Cl)(Cl)[Cl:40].CCO>C(O)C>[ClH:40].[C:15]1([S:12]([N:7]2[C:8]3[C:4](=[C:3]([CH2:2][N:33]4[CH2:38][CH2:37][NH:36][CH2:35][CH2:34]4)[CH:11]=[CH:10][CH:9]=3)[CH:5]=[CH:6]2)(=[O:14])=[O:13])[CH:20]=[CH:19][CH:18]=[CH:17][CH:16]=1 |f:1.2,4.5,7.8|. Procedure: 4-(Bromomethyl)-1-(phenylsulfonyl)-1H-indole Intermediate 2 (1.025 g), NaHCO3 (1.5 eq) and N—BOC-piperazine (1.5 eq) were refluxed in ethanol for 40 min. The reaction was monitored by TLC (eluent-system CHCl3-EtOH 20:1). The work up of the crude-extraction and further purification by column chromatography (eluent —CHCl3)—yielded the final product as an oil. This material was treated with HCl 5M in i-PrOH to yield the salt of the final product (300 mg, 24%). The synthetic route followed for prepa... The reactants are C(C1=CC=CC=C1)N1CC2=CC=NC(=C2CC1)Br (2-benzyl-5-bromo-1,2,3,4-tetrahydro-2,6-naphthyridine), C1=NC(=CC2=CC=CC=C12)C=1C=C(N)C=CC1C (3-(isoquinolin-3-yl)-4-methylaniline), CC1(C2=C(C(=CC=C2)P(C3=CC=CC=C3)C4=CC=CC=C4)OC5=C(C=CC=C51)P(C6=CC=CC=C6)C7=CC=CC=C7)C (Xantphos), [O-]P(=O)([O-])[O-].[K+].[K+].[K+] (K3PO4). Reagents/catalysts: C=1C=CC(=CC1)/C=C/C(=O)/C=C/C2=CC=CC=C2.C=1C=CC(=CC1)/C=C/C(=O)/C=C/C2=CC=CC=C2.C=1C=CC(=CC1)/C=C/C(=O)/C=C/C2=CC=CC=C2.[Pd].[Pd] (Pd2(dba)3). Run in O1CCOCC1 (dioxane). Conditions: temperature 100 celsius. Yields the product C(C1=CC=CC=C1)N1CC=2C=CN=C(C2CC1)NC1=CC(=C(C=C1)C)C=1N=CC2=CC=CC=C2C1 (6-benzyl-N-(3-(isoquinolin-3-yl)-4-methylphenyl)-5,6,7,8-tetrahydro-2,6-naphthyridin-1-amine). RXN SMILES: [CH2:1]([N:8]1[CH2:17][CH2:16][C:15]2[C:10](=[CH:11][CH:12]=[N:13][C:14]=2Br)[CH2:9]1)[C:2]1[CH:7]=[CH:6][CH:5]=[CH:4][CH:3]=1.[CH:19]1[C:28]2[C:23](=[CH:24][CH:25]=[CH:26][CH:27]=2)[CH:22]=[C:21]([C:29]2[CH:30]=[C:31]([CH:33]=[CH:34][C:35]=2[CH3:36])[NH2:32])[N:20]=1.CC1(C)C2C(=C(P(C3C=CC=CC=3)C3C=CC=CC=3)C=CC=2)OC2C(P(C3C=CC=CC=3)C3C=CC=CC=3)=CC=CC1=2.[O-]P([O-])([O-])=O.[K+].[K+].[K+]>C1C=CC(/C=C/C(/C=C/C2C=CC=CC=2)=O)=CC=1.C1C=CC(/C=C/C(/C=C/C2C=CC=CC=2)=O)=CC=1.C1C=CC(/C=C/C(/C=C/C2C=CC=CC=2)=O)=CC=1.[Pd].[Pd].O1CCOCC1>[CH2:1]([N:8]1[CH2:17][CH2:16][C:15]2[C:14]([NH:32][C:31]3[CH:33]=[CH:34][C:35]([CH3:36])=[C:29]([C:21]4[N:20]=[CH:19][C:28]5[C:23]([CH:22]=4)=[CH:24][CH:25]=[CH:26][CH:27]=5)[CH:30]=3)=[N:13][CH:12]=[CH:11][C:10]=2[CH2:9]1)[C:2]1[CH:7]=[CH:6][CH:5]=[CH:4][CH:3]=1 |f:3.4.5.6,7.8.9.10.11|. Reported procedure: To the reaction vessel containing 2-benzyl-5-bromo-1,2,3,4-tetrahydro-2,6-naphthyridine (272 mg, 0.9 mmol), 3-(isoquinolin-3-yl)-4-methylaniline (210 mg, 0.9 mmol), Pd2(dba)3 (41 mg, 0.045 mmol), Xantphos (52 mg, 0.09 mmol) and K3PO4 (477 mg, 2.25 mmol) is added anhydrous dioxane (5 mL). The vessel is flushed with nitrogen, sealed and heated to 100° C. for 18 hours. The reaction is then cooled to ambient temperature, filtered through a celite pad to remove any salts. The filtrate is concentrated... Starting materials: Cc1cc(Br)cnc1CCCCN, O=c1[nH]c(N[N+](=O)[O-])ncc1Cc1ccn(Cc2ccccc2)c(=O)c1, c1ccncc1. Product: Cc1cc(Br)cnc1CCCCNc1ncc(Cc2ccn(Cc3ccccc3)c(=O)c2)c(=O)[nH]1. As a reaction SMILES: [Br:1][c:2]1[cH:3][c:4]([CH3:13])[c:5]([CH2:8][CH2:9][CH2:10][CH2:11][NH2:12])[n:6][cH:7]1.[N+:14]([NH:15][c:18]1[n:19][cH:20][c:21]([CH2:25][c:26]2[cH:27][c:28](=[O:39])[n:29]([CH2:32][c:33]3[cH:34][cH:35][cH:36][cH:37][cH:38]3)[cH:30][cH:31]2)[c:22](=[O:24])[nH:23]1)([O-:16])=[O:17].[cH:40]1[cH:41][cH:42][n:43][cH:44][cH:45]1>>[Br:1][c:2]1[cH:3][c:4]([CH3:13])[c:5]([CH2:8][CH2:9][CH2:10][CH2:11][NH:12][c:18]2[n:19][cH:20][c:21]([CH2:25][c:26]3[cH:27][c:28](=[O:39])[n:29]([CH2:32][c:33]4[cH:34][cH:35][cH:36][cH:37][cH:38]4)[cH:30][cH:31]3)[c:22](=[O:24])[nH:23]2)[n:6][cH:7]1. The reactants are C(C)(C)(C)OC(CN1C(=NC2=C1C=CC(=C2)N(S(=O)(=O)C2=CC=C(C=C2)F)CCOC2=CC=C(C=C2)Cl)CCC)=O ({5-[[2-(4-Chloro-phenoxy)-ethyl]-(4-fluoro-benzenesulfonyl)-amino]-2-propyl-benzoimidazol-1-yl}-acetic acid tert-butyl ester), C(=O)(C(F)(F)F)O (TFA). Yields the product ClC1=CC=C(OCCN(C2=CC3=C(N(C(=N3)CCC)CC(=O)O)C=C2)S(=O)(=O)C2=CC=C(C=C2)F)C=C1 ({5-[[2-(4-Chloro-phenoxy)-ethyl]-(4-fluoro-benzenesulfonyl)-amino]-2-propyl-benzoimidazol-1-yl}-acetic acid). As a reaction SMILES: C([O:5][C:6](=[O:41])[CH2:7][N:8]1[C:12]2[CH:13]=[CH:14][C:15]([N:17]([CH2:28][CH2:29][O:30][C:31]3[CH:36]=[CH:35][C:34]([Cl:37])=[CH:33][CH:32]=3)[S:18]([C:21]3[CH:26]=[CH:25][C:24]([F:27])=[CH:23][CH:22]=3)(=[O:20])=[O:19])=[CH:16][C:11]=2[N:10]=[C:9]1[CH2:38][CH2:39][CH3:40])(C)(C)C.C(O)(C(F)(F)F)=O>>[Cl:37][C:34]1[CH:33]=[CH:32][C:31]([O:30][CH2:29][CH2:28][N:17]([S:18]([C:21]2[CH:22]=[CH:23][C:24]([F:27])=[CH:25][CH:26]=2)(=[O:19])=[O:20])[C:15]2[CH:14]=[CH:13][C:12]3[N:8]([CH2:7][C:6]([OH:41])=[O:5])[C:9]([CH2:38][CH2:39][CH3:40])=[N:10][C:11]=3[CH:16]=2)=[CH:36][CH:35]=1. Reported procedure: {5-[[2-(4-Chloro-phenoxy)-ethyl]-(4-fluoro-benzenesulfonyl)-amino]-2-propyl-benzoimidazol-1-yl}-acetic acid tert-butyl ester was treated with TFA (2 mL) for 2 hours, concentrated, and purified by preparative LCMS to give the title compound. 1H NMR (d6-DMSO) δ7.71 (m, 2H), 7.41 (m, 2H), 7.28 (m, 3H), 7.11 (d, 1H), 6.95 (d, 1H), 6.82 (m, 2H), 4.66 (s, 2H), 3.98 (m, 4H), 2.71 (t, 2H), 1.72 (m, 2H), 0.99 (t, 3H). MS calculated for C26H25FClN3O5S—H: 544, observed: 544. The reactants are N#N (N2), [O-]P(=O)([O-])[O-].[K+].[K+].[K+] (K3PO4), 2-Dicyclohexyl-phosphino-2′,6′-dimethoxy-1,1′-biphenyl, layer, ClC1=CC=2N(C=C1)C(=CN2)C2=CC=C(C=C2)CO ([4-(7-chloro-imidazo[1,2-a]pyridin-3-yl)-phenyl]-methanol), CS(=O)(=O)C1=CC=C(C=C1)B(O)O (4-(methylsulfonyl)-phenyl boronic acid), EtOH-(3A). The reagents and catalysts are CC(=O)[O-].CC(=O)[O-].[Pd+2] (Pd(OAc)2). The solvent is O1CCOCC1.O (dioxane H2O), CO (MeOH). Run at temperature 65 celsius. Product: CS(=O)(=O)C1=CC=C(C=C1)C1=CC=2N(C=C1)C(=CN2)C2=CC=C(C=C2)CO ({4-[7-(4-Methanesulfonyl-phenyl)-imidazo[1,2-a]pyridin-3-yl]-phenyl}-methanol). The yield is 100.8%. RXN SMILES: N#N.Cl[C:4]1[CH:9]=[CH:8][N:7]2[C:10]([C:13]3[CH:18]=[CH:17][C:16]([CH2:19][OH:20])=[CH:15][CH:14]=3)=[CH:11][N:12]=[C:6]2[CH:5]=1.[CH3:21][S:22]([C:25]1[CH:30]=[CH:29][C:28](B(O)O)=[CH:27][CH:26]=1)(=[O:24])=[O:23].[O-]P([O-])([O-])=O.[K+].[K+].[K+]>CC([O-])=O.CC([O-])=O.[Pd+2].CO.O1CCOCC1.O>[CH3:21][S:22]([C:25]1[CH:30]=[CH:29][C:28]([C:4]2[CH:9]=[CH:8][N:7]3[C:10]([C:13]4[CH:18]=[CH:17][C:16]([CH2:19][OH:20])=[CH:15][CH:14]=4)=[CH:11][N:12]=[C:6]3[CH:5]=2)=[CH:27][CH:26]=1)(=[O:24])=[O:23] |f:3.4.5.6,7.8.9,11.12|. Procedure: Charge a 100 mL round bottom flask equipped with: a magnetic stirrer, temperature controlled heating mantle, N2 atmosphere, condenser, with [4-(7-chloro-imidazo[1,2-a]pyridin-3-yl)-phenyl]-methanol (1.11 g, 4.3 mmol), 4-(methylsulfonyl)-phenyl boronic acid (1.27 g, 6.4 mmol), 2-Dicyclohexyl-phosphino-2′,6′-dimethoxy-1,1′-biphenyl (236 mg), Pd(OAc)2 (60 mg), K3PO4 (3.6 g, 16.9 mmol), dioxane: H2O 2:1 (50 mL), EtOH-(3A) (5 mL). Warm the reaction while purging with a N2 needle, then heat to 65° C. ... Reactants: [Al+3], Cc1oc(-c2ccc(OCc3ccccc3)cc2)nc1CC(=O)N1CCCC1C, C1CCOC1, [H-], [H-], [H-], [H-], [Li+]. The product is Cc1oc(-c2ccc(OCc3ccccc3)cc2)nc1CCN1CCCC1C. RXN SMILES: [Al+3:31].[CH2:1]([c:2]1[cH:3][cH:4][cH:5][cH:6][cH:7]1)[O:8][c:9]1[cH:10][cH:11][c:12](-[c:15]2[o:16][c:17]([CH3:29])[c:18]([CH2:20][C:21](=[O:22])[N:23]3[CH:24]([CH3:28])[CH2:25][CH2:26][CH2:27]3)[n:19]2)[cH:13][cH:14]1.[CH2:36]1[O:37][CH2:38][CH2:39][CH2:40]1.[H-:30].[H-:33].[H-:34].[H-:35].[Li+:32]>>[CH2:1]([c:2]1[cH:3][cH:4][cH:5][cH:6][cH:7]1)[O:8][c:9]1[cH:10][cH:11][c:12](-[c:15]2[o:16][c:17]([CH3:29])[c:18]([CH2:20][CH2:21][N:23]3[CH:24]([CH3:28])[CH2:25][CH2:26][CH2:27]3)[n:19]2)[cH:13][cH:14]1. Reaction SMILES: [C:1]1([C@@H:13]2[CH2:17][CH2:16][C@H:15]([NH:18]C(=O)OC(C)(C)C)[CH2:14]2)[N:5]2[C:6]3[CH:12]=[CH:11][NH:10][C:7]=3[N:8]=[CH:9][C:4]2=[N:3][N:2]=1.[ClH:26]>O1CCOCC1>[ClH:26].[C:1]1([C@@H:13]2[CH2:17][CH2:16][C@H:15]([NH2:18])[CH2:14]2)[N:5]2[C:6]3[CH:12]=[CH:11][NH:10][C:7]=3[N:8]=[CH:9][C:4]2=[N:3][N:2]=1 |f:3.4|. The reactants are C1(=NN=C2N1C1=C(N=C2)NC=C1)[C@H]1C[C@H](CC1)NC(OC(C)(C)C)=O (tert-butyl (1S,3R)-3-(6H-pyrrolo[2,3-e][1,2,4]triazolo[4,3-a]pyrazin-1-yl)cyclopentylcarbamate), Cl (HCl). Reported procedure: To a mixture of tert-butyl (1S,3R)-3-(6H-pyrrolo[2,3-e][1,2,4]triazolo[4,3-a]pyrazin-1-yl)cyclopentylcarbamate (1.57 g, 4.59 mmol) in 1,4-dioxane (45 mL) was added HCl (4 M in 1,4-dioxane, 8.0 mL, 32.0 mmol). The reaction mixture was then heated at about 60° C. After about 2 h, the reaction mixture was cooled to ambient temperature, filtered, while washing with Et2O (50 mL) and the solid was dried in a vacuum oven overnight at about 60° C. to give (1S,3R)-3-(6H-pyrrolo[2,3-e][1,2,4]triazolo[4,3-... The product is Cl.C1(=NN=C2N1C1=C(N=C2)NC=C1)[C@H]1C[C@H](CC1)N ((1S,3R)-3-(6H-pyrrolo[2,3-e][1,2,4]triazolo[4,3-a]pyrazin-1-yl)cyclopentanamine hydrochloride). Yield: 107.9%. Conditions: temperature 60 celsius, time 2 hour. Run in O1CCOCC1 (1,4-dioxane). Starting materials: BrC1=CSC=2N=CN=C(C21)Cl (5-bromo-4-chlorothieno[2,3-d]pyrimidine), CN(C1CCC(CC1)N)C (1-N,1-N-dimethylcyclohexane-1,4-diamine), C([O-])([O-])=O.[K+].[K+] (potassium carbonate). Conditions: time 8 hour. Solvent: CN(C=O)C (N,N-dimethylformamide), O (water). Procedure details: A 50-mL round-bottom flask was charged with commercially available 5-bromo-4-chlorothieno[2,3-d]pyrimidine (300 mg, 1.20 mmol, 1.00 equiv), 1-N,1-N-dimethylcyclohexane-1,4-diamine (205 mg, 1.44 mmol, 1.20 equiv), potassium carbonate (497 mg, 3.60 mmol, 3.00 equiv) in N,N-dimethylformamide (10 mL). The resulting solution was stirred overnight at room temperature. The resulting solution was diluted with 100 mL of water. The resulting solution was extracted with 3×100 mL of ethyl acetate and the or... Reaction SMILES: [Br:1][C:2]1[C:10]2[C:9](Cl)=[N:8][CH:7]=[N:6][C:5]=2[S:4][CH:3]=1.[CH3:12][N:13]([CH3:21])[CH:14]1[CH2:19][CH2:18][CH:17]([NH2:20])[CH2:16][CH2:15]1.C(=O)([O-])[O-].[K+].[K+]>CN(C)C=O.O>[Br:1][C:2]1[C:10]2[C:9]([NH:20][CH:17]3[CH2:18][CH2:19][CH:14]([N:13]([CH3:21])[CH3:12])[CH2:15][CH2:16]3)=[N:8][CH:7]=[N:6][C:5]=2[S:4][CH:3]=1 |f:2.3.4|. The product is BrC1=CSC=2N=CN=C(C21)NC2CCC(CC2)N(C)C (4-N-[5-bromothieno[2,3-d]pyrimidin-4-yl]-1-N,1-N-dimethylcyclohexane-1,4-diamine).